From a dataset of the Open Reaction Database (ORD), a public repository of structured organic reaction records. describe an organic reaction: reactants, conditions, products, and yield Isolated yield 20.0%. The product is CC=1N=C(SC1C=1SC2=C(N1)C(CCS2)=O)C=2C=NC=CC2 (2-[4-methyl-2-(3-pyridyl)thiazol-5-yl]-5,6-dihydrothiopyrano[3,2-d]thiazol-7-one). Reaction SMILES: C([Sn](CCCC)(CCCC)[C:6]1[S:10][C:9]([C:11]2[CH:12]=[N:13][CH:14]=[CH:15][CH:16]=2)=[N:8][C:7]=1[CH3:17])CCC.Br[C:27]1[S:28][C:29]2[S:35][CH2:34][CH2:33][C:32](=[O:36])[C:30]=2[N:31]=1.O1C=CC=C1P(C1OC=CC=1)C1OC=CC=1>O1CCOCC1.C1C=CC(/C=C/C(/C=C/C2C=CC=CC=2)=O)=CC=1.C1C=CC(/C=C/C(/C=C/C2C=CC=CC=2)=O)=CC=1.C1C=CC(/C=C/C(/C=C/C2C=CC=CC=2)=O)=CC=1.[Pd].[Pd]>[CH3:17][C:7]1[N:8]=[C:9]([C:11]2[CH:12]=[N:13][CH:14]=[CH:15][CH:16]=2)[S:10][C:6]=1[C:27]1[S:28][C:29]2[S:35][CH2:34][CH2:33][C:32](=[O:36])[C:30]=2[N:31]=1 |f:4.5.6.7.8|. Reagents/catalysts: C=1C=CC(=CC1)/C=C/C(=O)/C=C/C2=CC=CC=C2.C=1C=CC(=CC1)/C=C/C(=O)/C=C/C2=CC=CC=C2.C=1C=CC(=CC1)/C=C/C(=O)/C=C/C2=CC=CC=C2.[Pd].[Pd] (Tris(dibenzylideneacetone)dipalladium(0)). Procedure: Tri-n-butyl-[4-methyl-2-(3-pyridyl)thiazol-5-yl]stannane (560 mg, 1.2 mmol, prepared as described previously) and 2-bromo-5,6-dihydrothiopyrano[3,2-d]thiazol-7-one (300 mg, 1.20 mmol), Tris(dibenzylideneacetone)dipalladium(0) (54 mg, 0.06 mmol) and Tri(2-furyl)phosphine (54 mg, 0.23 mmol) were dissolved in 10 ml of dioxane and placed in a steel tube. The mixture were evacuated, flushed with N2 3 times and heated at 100° C. for 18 hours. After cooling to ambient temperature, the mixture was filte... Reactants: C(CCC)[Sn](C1=C(N=C(S1)C=1C=NC=CC1)C)(CCCC)CCCC (Tri-n-butyl-[4-methyl-2-(3-pyridyl)thiazol-5-yl]stannane), BrC=1SC2=C(N1)C(CCS2)=O (2-bromo-5,6-dihydrothiopyrano[3,2-d]thiazol-7-one), O1C(=CC=C1)P(C=1OC=CC1)C=1OC=CC1 (Tri(2-furyl)phosphine). Reaction conditions: temperature 100 celsius. Run in O1CCOCC1 (dioxane). RXN SMILES: [N+:1]([C:4]1[CH:5]=[CH:6][C:7]2[O:12][CH2:11][C@H:10]([CH2:13]OS(C)(=O)=O)[O:9][C:8]=2[CH:19]=1)([O-:3])=[O:2].C([O-])(O)=O.[Na+].Cl.[NH:26]1[CH2:31][CH2:30][CH2:29][C@H:28]([C:32]2[CH:33]=[C:34]([OH:38])[CH:35]=[CH:36][CH:37]=2)[CH2:27]1.O>CN(C=O)C.C(#N)C.CCCCCCC.CCOC(C)=O>[N+:1]([C:4]1[CH:5]=[CH:6][C:7]2[O:12][CH2:11][C@H:10]([CH2:13][N:26]3[CH2:31][CH2:30][CH2:29][C@H:28]([C:32]4[CH:33]=[C:34]([OH:38])[CH:35]=[CH:36][CH:37]=4)[CH2:27]3)[O:9][C:8]=2[CH:19]=1)([O-:3])=[O:2] |f:1.2,3.4,8.9|. Run in CN(C)C=O (DMF), C(C)#N (acetonitrile), CCCCCCC.CCOC(=O)C (heptane EtOAc). Reactants: [N+](=O)([O-])C=1C=CC2=C(O[C@H](CO2)COS(=O)(=O)C)C1 (Methanesulfonic acid (R)-7-nitro-2,3-dihydro-benzo[1,4]dioxin-2-ylmethyl ester), O (water), C(=O)(O)[O-].[Na+] (NaHCO3), Cl.N1C[C@H](CCC1)C=1C=C(C=CC1)O ((R*)-3-(piperidin-3-yl)phenol hydrochloride). Procedure details: Methanesulfonic acid (R)-7-nitro-2,3-dihydro-benzo[1,4]dioxin-2-ylmethyl ester (0.98 mmol, 0.28 g) was dissolved in the mixture of DMF (2.8 ml) and acetonitrile (2.8 ml). NaHCO3 (2.92 mmol, 0.25 g) and (R*)-3-(piperidin-3-yl)phenol hydrochloride was added. The mixture was refluxed 4 h and after cooling water (15 ml) was added. The water phase was extracted twice with ethyl acetate and washed with water and brine. Evaporation to dryness gave 0.36 g of the crude product. Flash chromatography, usin... Product: [N+](=O)([O-])C=1C=CC2=C(O[C@H](CO2)CN2C[C@H](CCC2)C=2C=C(C=CC2)O)C1 (3-[(R)-1-((S)-7-Nitro-2,3-dihydro-benzo[1,4]dioxin-2-ylmethyl)-piperidin-3-yl]-phenol). The reactants are [H-].[Na+] (Sodium hydride), C(C)(C)(C)OC(=O)N1CCC=2NC=3C=CC=CC3C2CC1 (3-tert-butyloxycarbonyl 1,2,3,4,5,6-hexahydroazepino[4,5-b]indole), CN(C)C=O (DMF), BrCCCCl (1-bromo-3-chloropropane). Run in CCOC(=O)C (EtOAc). Reaction conditions: temperature 0 celsius, time 30 minute. The product is C(C)(C)(C)OC(=O)N1CCC=2N(C=3C=CC=CC3C2CC1)CCCCl (3-tert-butyloxycarbonyl-6-(3-chloropropyl)-1,2,3,4,5,6-hexahydroazepino[4,5-b]indole). As a reaction SMILES: [H-].[Na+].[C:3]([O:7][C:8]([N:10]1[CH2:23][CH2:22][C:21]2[C:20]3[CH:19]=[CH:18][CH:17]=[CH:16][C:15]=3[NH:14][C:13]=2[CH2:12][CH2:11]1)=[O:9])([CH3:6])([CH3:5])[CH3:4].CN(C=O)C.Br[CH2:30][CH2:31][CH2:32][Cl:33]>CCOC(C)=O>[C:3]([O:7][C:8]([N:10]1[CH2:23][CH2:22][C:21]2[C:20]3[CH:19]=[CH:18][CH:17]=[CH:16][C:15]=3[N:14]([CH2:30][CH2:31][CH2:32][Cl:33])[C:13]=2[CH2:12][CH2:11]1)=[O:9])([CH3:6])([CH3:4])[CH3:5] |f:0.1|. Procedure: Sodium hydride (335 mg, 60%) was added to a solution of 3-tert-butyloxycarbonyl 1,2,3,4,5,6-hexahydroazepino[4,5-b]indole (1.99 g) and DMF (21.0 mL) at 0° C. The solution was stirred at 0° C. for 30 min and then 1-bromo-3-chloropropane (0.74 mL) was added. The solution was stirred at 0° C. for 1 h and 16 h at room temperature. The solution was diluted with EtOAc, which was washed with water (3×20 mL). The combined aqueous layers were extracted with EtOAc (2×20 mL). The combined organic layers we...